Dataset: the Open Reaction Database (ORD), a public repository of structured organic reaction records. Task: describe an organic reaction: reactants, conditions, products, and yield The reactants are C(C)(C)(C)OC(NC1(CCC1)C1=CC=C(C=C1)C=1N=C2N(C=CC(=C2)N)C1C1=CC=CC=C1)=O ({1-[4-(7-amino-3-phenyl-imidazo[1,2-a]pyridin-2-yl)-phenyl]-cyclobutyl}-carbamic acid tert-butyl ester), O (water), C(C)(=O)OC(C)=O (acetic anhydride), N1=CC=CC=C1 (pyridine). Solvent: C(Cl)Cl (CH2Cl2). Conditions: time 48 hour. Product: C(C)(C)(C)OC(NC1(CCC1)C1=CC=C(C=C1)C=1N=C2N(C=CC(=C2)NC(C)=O)C1C1=CC=CC=C1)=O ({1-[4-(7-acetylamino-3-phenyl-imidazo[1,2-a]pyridin-2-yl)-phenyl]-cyclobutyl}-carbamic acid tert-butyl ester). The yield is 61.0%. RXN SMILES: [C:1]([O:5][C:6](=[O:34])[NH:7][C:8]1([C:12]2[CH:17]=[CH:16][C:15]([C:18]3[N:19]=[C:20]4[CH:25]=[C:24]([NH2:26])[CH:23]=[CH:22][N:21]4[C:27]=3[C:28]3[CH:33]=[CH:32][CH:31]=[CH:30][CH:29]=3)=[CH:14][CH:13]=2)[CH2:11][CH2:10][CH2:9]1)([CH3:4])([CH3:3])[CH3:2].[C:35](OC(=O)C)(=[O:37])[CH3:36].N1C=CC=CC=1.O>C(Cl)Cl>[C:1]([O:5][C:6](=[O:34])[NH:7][C:8]1([C:12]2[CH:13]=[CH:14][C:15]([C:18]3[N:19]=[C:20]4[CH:25]=[C:24]([NH:26][C:35](=[O:37])[CH3:36])[CH:23]=[CH:22][N:21]4[C:27]=3[C:28]3[CH:29]=[CH:30][CH:31]=[CH:32][CH:33]=3)=[CH:16][CH:17]=2)[CH2:11][CH2:10][CH2:9]1)([CH3:4])([CH3:2])[CH3:3]. Reported procedure: A solution of {1-[4-(7-amino-3-phenyl-imidazo[1,2-a]pyridin-2-yl)-phenyl]-cyclobutyl}-carbamic acid tert-butyl ester [prepared in a manner analogous to that described in Int-21-0] (225 mg, 0.50 mmol), acetic anhydride (0.061 mL, 6.4 mmol, 1.3 equiv) and pyridine (0.10 mL, 1.24 mmol, 2.5 equiv) in CH2Cl2 (7 mL) was stirred at room temperature for 48 h. The resulting mixture was added to water (10 mL). The resulting mixture was extracted with CH2Cl2 (3×10 mL). The combined organic phases were drie... Reactants: C(C)(=O)O (acetic acid), solution, [OH-].C[N+](C)(C)C (tetramethylammonium hydroxide), CC1(OC(C(O1)C1=C(C=C(C=C1)Cl)Cl)=O)C (2,2-dimethyl-4-(2,4-dichlorophenyl)-1,3-dioxolan-5-one), C=O (paraformaldehyde), ice water. The solvent is N1=CC=CC=C1 (pyridine), CO (methanol), N1=CC=CC=C1 (pyridine). Run at temperature -5 celsius, time 12 hour. Yields the product CC1(OC(C(O1)(CO)C1=C(C=C(C=C1)Cl)Cl)=O)C (2,2-dimethyl-4-(2,4-dichlorophenyl)-4-hydroxymethyl-1,3-dioxolan-5-one). RXN SMILES: [CH3:1][C:2]1([CH3:16])[O:6][CH:5]([C:7]2[CH:12]=[CH:11][C:10]([Cl:13])=[CH:9][C:8]=2[Cl:14])[C:4](=[O:15])[O:3]1.C=O.[OH-].C[N+](C)(C)C.[C:25](O)(=[O:27])C>N1C=CC=CC=1.CO>[CH3:1][C:2]1([CH3:16])[O:6][C:5]([C:7]2[CH:12]=[CH:11][C:10]([Cl:13])=[CH:9][C:8]=2[Cl:14])([CH2:25][OH:27])[C:4](=[O:15])[O:3]1 |f:2.3|. Procedure: 104.4 g (0.4 mole) of 2,2-dimethyl-4-(2,4-dichlorophenyl)-1,3-dioxolan-5-one are dissolved in 700 ml of pyridine and to the solution are added 48 g of paraformaldehyde. Then 40 ml of a 40% solution of tetramethylammonium hydroxide in methanol are slowly added dropwise. The mixture is stirred for 12 hours, cooled to -5° C., and a solution of 100 ml of glacial acetic acid and 400 ml of pyridine is added dropwise until the pH value is 6.5 to 7. The reaction solution is poured into ice-water and ext... Reported procedure: To a solution of tert-butyl 3-(4-(3-(3-chloro-4-isopropoxyphenyl)-1,2,4-oxadiazol-5-yl)phenylsulfonamido)propanoate (0.28 g, 0.536 mmol) in dichloromethane (6.0 ml) was added TFA (2.0 ml, 26.0 mmol). After about 3 h the reaction mixture was concentrated in vacuo and the resulting solid was triturated with ether, filtered and dried to provide 3-(4-(3-(3-chloro-4-isopropoxyphenyl)-1,2,4-oxadiazol-5-yl)phenylsulfonamido)propanoic acid (0.176 g, 70%) as a colorless solid. LCMS (Table 1, Method c) Rt... The yield is 70.5%. Run in ClCCl (dichloromethane). RXN SMILES: [Cl:1][C:2]1[CH:3]=[C:4]([C:12]2[N:16]=[C:15]([C:17]3[CH:22]=[CH:21][C:20]([S:23]([NH:26][CH2:27][CH2:28][C:29]([O:31]C(C)(C)C)=[O:30])(=[O:25])=[O:24])=[CH:19][CH:18]=3)[O:14][N:13]=2)[CH:5]=[CH:6][C:7]=1[O:8][CH:9]([CH3:11])[CH3:10].C(O)(C(F)(F)F)=O>ClCCl>[Cl:1][C:2]1[CH:3]=[C:4]([C:12]2[N:16]=[C:15]([C:17]3[CH:18]=[CH:19][C:20]([S:23]([NH:26][CH2:27][CH2:28][C:29]([OH:31])=[O:30])(=[O:25])=[O:24])=[CH:21][CH:22]=3)[O:14][N:13]=2)[CH:5]=[CH:6][C:7]=1[O:8][CH:9]([CH3:11])[CH3:10]. Product: ClC=1C=C(C=CC1OC(C)C)C1=NOC(=N1)C1=CC=C(C=C1)S(=O)(=O)NCCC(=O)O (3-(4-(3-(3-chloro-4-isopropoxyphenyl)-1,2,4-oxadiazol-5-yl)phenylsulfonamido)propanoic acid). The reactants are ClC=1C=C(C=CC1OC(C)C)C1=NOC(=N1)C1=CC=C(C=C1)S(=O)(=O)NCCC(=O)OC(C)(C)C (tert-butyl 3-(4-(3-(3-chloro-4-isopropoxyphenyl)-1,2,4-oxadiazol-5-yl)phenylsulfonamido)propanoate), C(=O)(C(F)(F)F)O (TFA). Starting materials: ClC=1C(=C2C(=NC1)NC(=N2)C2=CC=C(C=C2)OCCN2CCOCC2)Cl (6,7-Dichloro-2-[4-(2-morpholin-4-ylethoxy)phenyl]-3H-imidazo[4,5-b]pyridine), CN(C)C=O (DMF). The reagents and catalysts are [C-]#N.[C-]#N.[Zn+2] (Zn(CN)2), C=1C=CC(=CC1)/C=C/C(=O)/C=C/C2=CC=CC=C2.C=1C=CC(=CC1)/C=C/C(=O)/C=C/C2=CC=CC=C2.C=1C=CC(=CC1)/C=C/C(=O)/C=C/C2=CC=CC=C2.[Pd].[Pd] (Pd2(dba)3), C1=CC=C(C=C1)P([C-]2C=CC=C2)C3=CC=CC=C3.C1=CC=C(C=C1)P([C-]2C=CC=C2)C3=CC=CC=C3.[Fe+2] (dppf). The solvent is CCOC(=O)C (EtOAc). Run at temperature 120 celsius. Yields the product ClC1=C2C(=NC=C1C#N)NC(=N2)C2=CC=C(C=C2)OCCN2CCOCC2 (7-Chloro-2-[4-(2-morpholin-4-ylethoxy)phenyl]-3H-imidazo[4,5-b]pyridine-6-carbonitrile). The yield is 24.0%. As a reaction SMILES: Cl[C:2]1[C:3]([Cl:26])=[C:4]2[N:10]=[C:9]([C:11]3[CH:16]=[CH:15][C:14]([O:17][CH2:18][CH2:19][N:20]4[CH2:25][CH2:24][O:23][CH2:22][CH2:21]4)=[CH:13][CH:12]=3)[NH:8][C:5]2=[N:6][CH:7]=1.[CH3:27][N:28](C=O)C>[C-]#N.[C-]#N.[Zn+2].C1C=CC(/C=C/C(/C=C/C2C=CC=CC=2)=O)=CC=1.C1C=CC(/C=C/C(/C=C/C2C=CC=CC=2)=O)=CC=1.C1C=CC(/C=C/C(/C=C/C2C=CC=CC=2)=O)=CC=1.[Pd].[Pd].C1C=CC(P(C2C=CC=CC=2)[C-]2C=CC=C2)=CC=1.C1C=CC(P(C2C=CC=CC=2)[C-]2C=CC=C2)=CC=1.[Fe+2].CCOC(C)=O>[Cl:26][C:3]1[C:2]([C:27]#[N:28])=[CH:7][N:6]=[C:5]2[NH:8][C:9]([C:11]3[CH:16]=[CH:15][C:14]([O:17][CH2:18][CH2:19][N:20]4[CH2:25][CH2:24][O:23][CH2:22][CH2:21]4)=[CH:13][CH:12]=3)=[N:10][C:4]=12 |f:2.3.4,5.6.7.8.9,10.11.12|. Reported procedure: 6,7-Dichloro-2-[4-(2-morpholin-4-ylethoxy)phenyl]-3H-imidazo[4,5-b]pyridine (Example 206) (0.063 g, 0.16 mmol), Zn(CN)2 (0.018 g, 0.153 mmol), Pd2(dba)3 (0.036 g, 0.039 mmol) and dppf (0.036 g, 0.065 mmol) were mixed in a vial. DMF (6 ml) was added and the reaction mixture was heated to 120° C. under argon for 3 h. EtOAc (50 ml) was added and the solution was washed with water. Drying (Na2SO4) and evaporation delivered crude material which was purified by HPLC-C18, giving the title product (0.01... Reactants: [OH-].[Na+] (Sodium hydroxide), BrC=1C=C(C=CC1)C1=NC(=NN1C1=CC=CC=C1)C1=CC=C(C=C1)Br (5-(3-Bromo-phenyl)-3-(4-bromo-phenyl)-1-phenyl-1H-[1,2,4]triazole), C1=C(C=CC2=CC=CC=C12)B(O)O (naphthalene-2-boronic acid). The reagents and catalysts are C=1C=CC(=CC1)[P](C=2C=CC=CC2)(C=3C=CC=CC3)[Pd]([P](C=4C=CC=CC4)(C=5C=CC=CC5)C=6C=CC=CC6)([P](C=7C=CC=CC7)(C=8C=CC=CC8)C=9C=CC=CC9)[P](C=1C=CC=CC1)(C=1C=CC=CC1)C=1C=CC=CC1 (Pd(PPh3)4). Run in COCCOC (1,2-dimethoxy ethane). Reaction conditions: temperature 85 celsius. Product: C1=C(C=CC2=CC=CC=C12)C=1C=C(C=CC1)C1=NC(=NN1C1=CC=CC=C1)C1=CC=C(C=C1)C1=CC2=CC=CC=C2C=C1 (5-(3-Naphthalen-2-yl-phenyl)-3-(4-naphthalen-2-yl-phenyl)-1-phenyl-1H[1,2,4]triazole). Yield: 36.9%. As a reaction SMILES: [OH-].[Na+].Br[C:4]1[CH:5]=[C:6]([C:10]2[N:14]([C:15]3[CH:20]=[CH:19][CH:18]=[CH:17][CH:16]=3)[N:13]=[C:12]([C:21]3[CH:26]=[CH:25][C:24](Br)=[CH:23][CH:22]=3)[N:11]=2)[CH:7]=[CH:8][CH:9]=1.[CH:28]1[C:37]2[C:32](=[CH:33][CH:34]=[CH:35][CH:36]=2)[CH:31]=[CH:30][C:29]=1B(O)O>COCCOC.C1C=CC([P]([Pd]([P](C2C=CC=CC=2)(C2C=CC=CC=2)C2C=CC=CC=2)([P](C2C=CC=CC=2)(C2C=CC=CC=2)C2C=CC=CC=2)[P](C2C=CC=CC=2)(C2C=CC=CC=2)C2C=CC=CC=2)(C2C=CC=CC=2)C2C=CC=CC=2)=CC=1>[CH:28]1[C:37]2[C:32](=[CH:33][CH:34]=[CH:35][CH:36]=2)[CH:31]=[CH:30][C:29]=1[C:4]1[CH:5]=[C:6]([C:10]2[N:14]([C:15]3[CH:16]=[CH:17][CH:18]=[CH:19][CH:20]=3)[N:13]=[C:12]([C:21]3[CH:22]=[CH:23][C:24]([C:30]4[CH:29]=[CH:28][C:37]5[C:32](=[CH:33][CH:34]=[CH:35][CH:36]=5)[CH:31]=4)=[CH:25][CH:26]=3)[N:11]=2)[CH:7]=[CH:8][CH:9]=1 |f:0.1,^1:50,52,71,90|. Procedure: Sodium hydroxide solution (0.2 g NaOH dissolved in 5 ml of water) and 0.12 g (0.1 mmol) of Pd(PPh3)4 are added to 0.9 g (1.97 mmol) of the triazole obtained in step A) and 0.82 g (4.7 mmol) of naphthalene-2-boronic acid in 15 ml of 1,2-dimethoxy ethane under a nitrogen atmosphere. The reaction mixture is heated at 85° C. for 24 h, cooled and extracted with ethyl acetate. The organic solvent is removed and the residue is chromatographed. 0.4 g of desired compound A-21 is obtained as greenish soli...